From a dataset of the Open Reaction Database (ORD), a public repository of structured organic reaction records. describe an organic reaction: reactants, conditions, products, and yield Reactants: N1=CC=C(C=C1)C=1SC=C(N1)C=1C(NC2=CC(=CC=C2C1)C=O)=O (3-(2-pyridin-4-yl-thiazol-4-yl)-1H-quinolin-2-one-7-carbaldehyde), C(OCC)(OCC)OCC (triethyl orthoformate), C(C)(C)N (isopropylamine), [BH-](OC(=O)C)(OC(=O)C)OC(=O)C.[Na+] (NaBH(OAc)3). Run in CN(C)C=O (DMF), CC(=O)O (AcOH). Conditions: time 3 hour. Product: C(C)(C)NCC1=CC=C2C=C(C(NC2=C1)=O)C=1N=C(SC1)C1=CC=NC=C1 (7-(Isopropylamino-methyl)-3-(2-pyridin-4-yl-thiazol-4-yl)-1H-quinolin-2-one). RXN SMILES: [N:1]1[CH:6]=[CH:5][C:4]([C:7]2[S:8][CH:9]=[C:10]([C:12]3[C:13](=[O:24])[NH:14][C:15]4[C:20]([CH:21]=3)=[CH:19][CH:18]=[C:17]([CH:22]=O)[CH:16]=4)[N:11]=2)=[CH:3][CH:2]=1.C(OCC)(OCC)OCC.[CH:35]([NH2:38])([CH3:37])[CH3:36].[BH-](OC(C)=O)(OC(C)=O)OC(C)=O.[Na+]>CN(C=O)C.CC(O)=O>[CH:35]([NH:38][CH2:22][C:17]1[CH:16]=[C:15]2[C:20]([CH:21]=[C:12]([C:10]3[N:11]=[C:7]([C:4]4[CH:5]=[CH:6][N:1]=[CH:2][CH:3]=4)[S:8][CH:9]=3)[C:13](=[O:24])[NH:14]2)=[CH:19][CH:18]=1)([CH3:37])[CH3:36] |f:3.4|. Reported procedure: A solution of 3-(2-pyridin-4-yl-thiazol-4-yl)-1H-quinolin-2-one-7-carbaldehyde (step (a), 100 mg, 0.3 mmol), 1.5 mL AcOH, 1.5 mL of triethyl orthoformate, isopropylamine (0.5 mL), and 30 mL of DMF was stirred for 3 h. Gentle heating was be used to bring about a homogenous solution. After 3 h, NaBH(OAc)3 (0.5 g, Aldrich) was added and the reaction was stirred for 3 days at RT. The solution was concentrated in genevac overnight to remove DMF. The resulting solid was dissolved in a minimal amount o... Reactants: CCN1CCCC(CN2CCN(C(=O)OCc3ccccc3)CC2)C1, CCO, [H][H]. The product is CCN1CCCC(CN2CCNCC2)C1. Reaction SMILES: [CH2:1]([CH3:2])[N:3]1[CH2:4][CH:5]([CH2:9][N:10]2[CH2:11][CH2:12][N:13]([C:16]([O:17][CH2:18][c:19]3[cH:20][cH:21][cH:22][cH:23][cH:24]3)=[O:25])[CH2:14][CH2:15]2)[CH2:6][CH2:7][CH2:8]1.[CH3:28][CH2:29][OH:30].[H:26][H:27]>>[CH2:1]([CH3:2])[N:3]1[CH2:4][CH:5]([CH2:9][N:10]2[CH2:11][CH2:12][NH:13][CH2:14][CH2:15]2)[CH2:6][CH2:7][CH2:8]1. Reactants: BrC=1C=C(SC1)C1OCCO1 (2-(4-Bromo-thiophen-2-yl)-[1,3]dioxolane), CC(C)(C(CC(C(C)(C)C)=O)=O)C (2,2,6,6-tetramethyl-3,5-heptanedione), C([O-])([O-])=O.[Cs+].[Cs+] (cesium carbonate), FC=1C=C(C=CC1)O (3-fluorophenol), CC(C)(C(CC(C(C)(C)C)=O)=O)C (2,2,6,6-tetramethyl-3,5-heptanedione). Reagents/catalysts: [Cu]Cl (copper(I) chloride). The solvent is C(C)(=O)OCC (ethyl acetate), CCCCCC (hexane), CN1C(CCC1)=O (N-methylpyrrolidone). Reaction conditions: temperature 120 celsius, time 4.5 hour. The product is FC=1C=C(OC=2C=C(SC2)C2OCCO2)C=CC1 (2-(4-(3-Fluoro-phenoxy)-thiophen-2-yl)-[1.31dioxolane). Yield: 24.4%. As a reaction SMILES: Br[C:2]1[CH:3]=[C:4]([CH:7]2[O:11][CH2:10][CH2:9][O:8]2)[S:5][CH:6]=1.[F:12][C:13]1[CH:14]=[C:15]([OH:19])[CH:16]=[CH:17][CH:18]=1.CC(C)(C(=O)CC(=O)C(C)(C)C)C.C(=O)([O-])[O-].[Cs+].[Cs+]>CN1CCCC1=O.[Cu]Cl.C(OCC)(=O)C.CCCCCC>[F:12][C:13]1[CH:14]=[C:15]([CH:16]=[CH:17][CH:18]=1)[O:19][C:2]1[CH:3]=[C:4]([CH:7]2[O:11][CH2:10][CH2:9][O:8]2)[S:5][CH:6]=1 |f:3.4.5|. Procedure details: 2-(4-Bromo-thiophen-2-yl)-[1,3]dioxolane (1.0 g, 4.3 mmol), 3-fluorophenol (0.95 g, 8.6 mmol), 2,2,6,6-tetramethyl-3,5-heptanedione (0.078 g, 0.43 mmol), copper(I) chloride (0.21 g, 2.7 mmol) and cesium carbonate (2.8 g, 8.6 mmol) were suspended in N-methylpyrrolidone (10 mL) under a nitrogen stream, and the mixture was stirred for 4.5 hours at 120° C. To this suspension was added 2,2,6,6-tetramethyl-3,5-heptanedione (0.12 g, 0.65 mmol), and the solution was further stirred for 8 hours at 140° C... The reactants are CO, CC(C)(C)OC(=O)N1CCSC1C(=O)NCc1ccc([N+](=O)[O-])cc1, NN, [Ni], O. Yields the product CC(C)(C)OC(=O)N1CCSC1C(=O)NCc1ccc(N)cc1. RXN SMILES: [CH3:29][OH:30].[N+:1]([O-:2])(=[O:3])[c:4]1[cH:5][cH:6][c:7]([CH2:8][NH:9][C:10](=[O:11])[CH:12]2[S:13][CH2:14][CH2:15][N:16]2[C:17](=[O:18])[O:19][C:20]([CH3:21])([CH3:22])[CH3:23])[cH:24][cH:25]1.[NH2:27][NH2:28].[Ni:31].[OH2:26]>>[NH2:1][c:4]1[cH:5][cH:6][c:7]([CH2:8][NH:9][C:10](=[O:11])[CH:12]2[S:13][CH2:14][CH2:15][N:16]2[C:17](=[O:18])[O:19][C:20]([CH3:21])([CH3:22])[CH3:23])[cH:24][cH:25]1. Product: OC1=C(C=C(C=C1)C1NC=2C=CC(=CC2C2C3=C(CCC12)C=CC=C3)C#N)OC (6-(4-Hydroxy-3-methoxy-phenyl)-5,6,6a,7,8,12b-hexahydro-benzo[k]phenanthridine-2-carbonitrile). RXN SMILES: [C:1]([C:3]1[CH:8]=[CH:7][C:6]([NH2:9])=[CH:5][CH:4]=1)#[N:2].[CH2:10]1[C:19]2[C:14](=[CH:15][CH:16]=[CH:17][CH:18]=2)[CH:13]=[CH:12][CH2:11]1.C([O:23][C:24]1[CH:31]=[CH:30][C:27]([CH:28]=O)=[CH:26][C:25]=1[O:32][CH3:33])(=O)C>>[OH:23][C:24]1[CH:31]=[CH:30][C:27]([CH:28]2[CH:16]3[CH:15]([C:14]4[CH:13]=[CH:12][CH:11]=[CH:10][C:19]=4[CH2:18][CH2:17]3)[C:5]3[CH:4]=[C:3]([C:1]#[N:2])[CH:8]=[CH:7][C:6]=3[NH:9]2)=[CH:26][C:25]=1[O:32][CH3:33]. Reported procedure: 6-(4-Hydroxy-3-methoxy-phenyl)-5,6,6a,7,8,12b-hexahydro-benzo[k]phenanthridine-2-carbonitrile was prepared according to the protocol described in Example 2 using 4-cyanophenyl amine instead of 4-amino-benzamidine mono HCl salt, 1,2-dihydronapthalene and 4-acetoxy-3-methoxybenzaldehyde. Mass spectrum 400 (M+1). Starting materials: C(#N)C1=CC=C(C=C1)N (4-cyanophenyl amine), C1CC=CC2=CC=CC=C12 (1,2-dihydronapthalene), C(C)(=O)OC1=C(C=C(C=O)C=C1)OC (4-acetoxy-3-methoxybenzaldehyde).